From a dataset of the Open Reaction Database (ORD), a public repository of structured organic reaction records. describe an organic reaction: reactants, conditions, products, and yield Starting materials: C(C)O (ethanol), CC(C)(C)NCC1=C(C=CC(=C1CO)O)CO ([[(1,1-Dimethylethyl)amino]methyl]-4-hydroxy-1,3-benzenedimethanol), C(C)O (ethanol), S(O)(O)(=O)=O (sulfuric acid). Solvent: O (water). Reaction conditions: time 60 minute. Product: S(=O)(=O)(O)O.CC(C)(C)NCC1=C(C=CC(=C1CO)O)CO.CC(C)(C)NCC1=C(C=CC(=C1CO)O)CO ([[(1,1-DIMETHYLETHYL)AMINO]METHYL]-4-HYDROXY-1,3-BENZENEDIMETHANOL HEMISULFATE). RXN SMILES: [CH3:1][C:2]([NH:5][CH2:6][C:7]1[C:12]([CH2:13][OH:14])=[C:11]([OH:15])[CH:10]=[CH:9][C:8]=1[CH2:16][OH:17])([CH3:4])[CH3:3].[S:18](=[O:22])(=[O:21])([OH:20])[OH:19].C(O)C>O>[S:18]([OH:22])([OH:21])(=[O:20])=[O:19].[CH3:4][C:2]([NH:5][CH2:6][C:7]1[C:12]([CH2:13][OH:14])=[C:11]([OH:15])[CH:10]=[CH:9][C:8]=1[CH2:16][OH:17])([CH3:1])[CH3:3].[CH3:4][C:2]([NH:5][CH2:6][C:7]1[C:12]([CH2:13][OH:14])=[C:11]([OH:15])[CH:10]=[CH:9][C:8]=1[CH2:16][OH:17])([CH3:1])[CH3:3] |f:4.5.6|. Reported procedure: α1 -[[(1,1-Dimethylethyl)amino]methyl]-4-hydroxy-1,3-benzenedimethanol (5.8 g) is dissolved in deionized water (8 ml) containing concentrated sulfuric acid (0.68 ml). The solution is stirred for 60 minutes, treated with ethanol (60 ml), stirred for 18 hours, treated with a further portion of ethanol (60 ml) and the title compound (3.35 g) isolated by filtration as a white powder. The solvent is C1CCOC1 (THF), C1CCOC1 (THF). Conditions: temperature -78 celsius, time 0.5 hour. Reported procedure: A 1.6 M solution of n-butyllithium in hexane (10 ml, 16 mmol) was added dropwise to a solution of 5-bromo-2,4-dimethoxypyrimidine (3.29 g, 15 mmol) in THF (50 ml) at −78° C. After stirring at −78° C. for 0.5 h, a suspension of 5-chloroisatin (1.27 g, 7.0 mmol) in THF (50 ml) was added dropwise. The reaction mixture was allowed to warm to room temperature and then saturated ammonium chloride solution was added. The mixture was extracted three times with ethyl acetate, and the combined organic lay... Product: ClC=1C=C2C(C(NC2=CC1)=O)(O)C=1C(=NC(=NC1)OC)OC (5-Chloro-3-(2,4-dimethoxy-pyrimidin-5-yl)-3-hydroxy-1,3-dihydroindol-2-one). Reactants: [Cl-].[NH4+] (ammonium chloride), ClC=1C=C2C(C(NC2=CC1)=O)=O (5-chloroisatin), solution, C(CCC)[Li] (n-butyllithium), CCCCCC (hexane), BrC=1C(=NC(=NC1)OC)OC (5-bromo-2,4-dimethoxypyrimidine). Yield: 43.1%. RXN SMILES: C([Li])CCC.CCCCCC.Br[C:13]1[C:14]([O:21][CH3:22])=[N:15][C:16]([O:19][CH3:20])=[N:17][CH:18]=1.[Cl:23][C:24]1[CH:25]=[C:26]2[C:30](=[CH:31][CH:32]=1)[NH:29][C:28](=[O:33])[C:27]2=[O:34].[Cl-].[NH4+]>C1COCC1>[Cl:23][C:24]1[CH:25]=[C:26]2[C:30](=[CH:31][CH:32]=1)[NH:29][C:28](=[O:33])[C:27]2([C:13]1[C:14]([O:21][CH3:22])=[N:15][C:16]([O:19][CH3:20])=[N:17][CH:18]=1)[OH:34] |f:4.5|. Reactants: CCOC(=O)C(=O)OCC, CCOCC, CCOC(C)=O, CCO, Cl, [K], Cc1cc(Cl)c(Cl)cc1[N+](=O)[O-], O. Product: CCOC(=O)C(=O)Cc1cc(Cl)c(Cl)cc1[N+](=O)[O-]. RXN SMILES: [C:2]([C:3]([O:5][CH2:4][CH3:6])=[O:7])(=[O:8])[O:9][CH2:10][CH3:11].[CH3:25][CH2:26][O:27][CH2:28][CH3:29].[CH3:31][CH2:32][O:33][C:34](=[O:35])[CH3:36].[CH3:37][CH2:38][OH:39].[ClH:24].[K:1].[N+:12](=[O:13])([O-:14])[c:15]1[c:16]([CH3:23])[cH:17][c:18]([Cl:22])[c:19]([Cl:21])[cH:20]1.[OH2:30]>>[C:2]([C:3](=[O:5])[CH2:23][c:16]1[c:15]([N+:12](=[O:13])[O-:14])[cH:20][c:19]([Cl:21])[c:18]([Cl:22])[cH:17]1)(=[O:8])[O:9][CH2:10][CH3:11]. Product: COc1ccc(S(=O)(=O)N2CC=CCC(NC(=O)NCc3ccccc3)C2C(=O)O)cc1. Reaction SMILES: [C:1]([CH3:2])([CH3:3])([CH3:4])[O:5][C:6](=[O:7])[CH:8]1[N:9]([S:26](=[O:27])(=[O:28])[c:29]2[cH:30][cH:31][c:32]([O:35][CH3:36])[cH:33][cH:34]2)[CH2:10][CH:11]=[CH:12][CH2:13][CH:14]1[NH:15][C:16](=[O:17])[NH:18][CH2:19][c:20]1[cH:21][cH:22][cH:23][cH:24][cH:25]1.[C:37]([O:38][C:39]([C:40]1([C:41](=[O:42])[NH2:43])[CH:44]([CH2:45][CH2:46][c:47]2[cH:48][cH:49][cH:50][cH:51][cH:52]2)[CH2:53][CH2:54][CH2:55][CH2:56][N:57]1[S:58]([c:59]1[cH:60][cH:61][c:62]([O:63][CH3:64])[cH:65][cH:66]1)(=[O:67])=[O:68])=[O:69])([CH3:70])([CH3:71])[CH3:72]>>[O:5]=[C:6]([OH:7])[CH:8]1[N:9]([S:26](=[O:27])(=[O:28])[c:29]2[cH:30][cH:31][c:32]([O:35][CH3:36])[cH:33][cH:34]2)[CH2:10][CH:11]=[CH:12][CH2:13][CH:14]1[NH:15][C:16](=[O:17])[NH:18][CH2:19][c:20]1[cH:21][cH:22][cH:23][cH:24][cH:25]1. Reactants: COc1ccc(S(=O)(=O)N2CC=CCC(NC(=O)NCc3ccccc3)C2C(=O)OC(C)(C)C)cc1, COc1ccc(S(=O)(=O)N2CCCCC(CCc3ccccc3)C2(C(N)=O)C(=O)OC(C)(C)C)cc1. Reactants: C=CC1(OCc2ccccc2)C(COCc2ccccc2)OC(n2cc(C)c(=O)[nH]c2=O)C1O, CS(=O)(=O)Cl, c1ccncc1. Product: C=CC1(OCc2ccccc2)C(COCc2ccccc2)OC(n2cc(C)c(=O)[nH]c2=O)C1OS(C)(=O)=O. RXN SMILES: [CH2:1]([c:2]1[cH:3][cH:4][cH:5][cH:6][cH:7]1)[O:8][C:9]1([CH:33]=[CH2:34])[CH:10]([OH:32])[CH:11]([n:23]2[c:24](=[O:25])[nH:26][c:27](=[O:28])[c:29]([CH3:30])[cH:31]2)[O:12][CH:13]1[CH2:14][O:15][CH2:16][c:17]1[cH:18][cH:19][cH:20][cH:21][cH:22]1.[CH3:35][S:36]([Cl:37])(=[O:38])=[O:39].[cH:40]1[cH:41][cH:42][n:43][cH:44][cH:45]1>>[CH2:1]([c:2]1[cH:3][cH:4][cH:5][cH:6][cH:7]1)[O:8][C:9]1([CH:33]=[CH2:34])[CH:10]([O:32][S:36]([CH3:35])(=[O:38])=[O:39])[CH:11]([n:23]2[c:24](=[O:25])[nH:26][c:27](=[O:28])[c:29]([CH3:30])[cH:31]2)[O:12][CH:13]1[CH2:14][O:15][CH2:16][c:17]1[cH:18][cH:19][cH:20][cH:21][cH:22]1. Reactants: BrC1=CC=C2N=CC(=NC2=C1)NC=1C=C(C(=O)O)C=C(C1)OC (3-[(7-bromo-2-quinoxalinyl)amino]-5-(methyloxy)benzoic acid), CC1(OB(OC1(C)C)C=1C=C(C=NC1)NS(=O)(=O)C1=CC=CC=C1)C (N-[5-(4,4,5,5-tetramethyl-1,3,2-dioxaborolan-2-yl)-3-pyridinyl]benzenesulfonamide), solution, C([O-])([O-])=O.[K+].[K+] (potassium carbonate). Solvent: O1CCOCC1 (1,4-dioxane). Yields the product C1(=CC=CC=C1)S(=O)(=O)NC=1C=C(C=NC1)C1=CC=C2N=CC(=NC2=C1)NC=1C=C(C(=O)O)C=CC1 (3-[(7-{5-[(phenylsulfonyl)amino]-3-pyridinyl}-2-quinoxalinyl)amino]benzoic acid). Isolated yield 16.5%. RXN SMILES: Br[C:2]1[CH:11]=[C:10]2[C:5]([N:6]=[CH:7][C:8]([NH:12][C:13]3[CH:14]=[C:15]([CH:19]=[C:20](OC)[CH:21]=3)[C:16]([OH:18])=[O:17])=[N:9]2)=[CH:4][CH:3]=1.CC1(C)C(C)(C)OB([C:32]2[CH:33]=[C:34]([NH:38][S:39]([C:42]3[CH:47]=[CH:46][CH:45]=[CH:44][CH:43]=3)(=[O:41])=[O:40])[CH:35]=[N:36][CH:37]=2)O1.C(=O)([O-])[O-].[K+].[K+]>O1CCOCC1>[C:42]1([S:39]([NH:38][C:34]2[CH:33]=[C:32]([C:2]3[CH:11]=[C:10]4[C:5]([N:6]=[CH:7][C:8]([NH:12][C:13]5[CH:14]=[C:15]([CH:19]=[CH:20][CH:21]=5)[C:16]([OH:18])=[O:17])=[N:9]4)=[CH:4][CH:3]=3)[CH:37]=[N:36][CH:35]=2)(=[O:41])=[O:40])[CH:47]=[CH:46][CH:45]=[CH:44][CH:43]=1 |f:2.3.4|. Procedure: A slurry of 3-[(7-bromo-2-quinoxalinyl)amino]-5-(methyloxy)benzoic acid (0.73 mmol), N-[5-(4,4,5,5-tetramethyl-1,3,2-dioxaborolan-2-yl)-3-pyridinyl]benzenesulfonamide (0.80 mmol), and [1,1′-bis(diphenylphosphino)ferrocene]dichloropalladium(II) dichloromethane complex (1:1) (0.06 mmol) in 1,4-dioxane (4 ml) and 2M solution potassium carbonate (2 ml) was stirred at 100° C. for 18 hours. The reaction was cooled to ambient temperature, separated the organic layer and purified directly on silica by c...